This data is from the Open Reaction Database (ORD), a public repository of structured organic reaction records. The task is: describe an organic reaction: reactants, conditions, products, and yield Starting materials: O1C(=CC=C1)C=1OC(=C(N1)COC1=CC=C(C=C1)CC(=O)OC)C (methyl [4-[2-(2-furyl)-5-methyl-4-oxazolylmethoxy]phenyl]acetate), OC(CCC(=O)OC)C(C1=CC=CC=C1)=O (methyl 4-hydroxy-5-oxo-5-phenylpentanoate), CCN=C=NCCCN(C)C (WSC), Cl (hydrochloric acid). Reagents/catalysts: CN(C)C1=CC=NC=C1 (4-(N,N-dimethylamino)pyridine). Solvent: CN(C=O)C (N,N-dimethylformamide). Run at time 6 hour. Yields the product O1C(=CC=C1)C=1OC(=C(N1)COC1=CC=C(C=C1)CC(=O)OC(CCC(=O)OC)C(C1=CC=CC=C1)=O)C (methyl 4-[4-[2-(2-furyl)-5-methyl-4-oxazolylmethoxy]phenyl]acetoxy-5-oxo-5-phenylpentanoate). The yield is 98.7%. Reaction SMILES: [O:1]1[CH:5]=[CH:4][CH:3]=[C:2]1[C:6]1[O:7][C:8]([CH3:24])=[C:9]([CH2:11][O:12][C:13]2[CH:18]=[CH:17][C:16]([CH2:19][C:20](OC)=[O:21])=[CH:15][CH:14]=2)[N:10]=1.[OH:25][CH:26]([C:33](=[O:40])[C:34]1[CH:39]=[CH:38][CH:37]=[CH:36][CH:35]=1)[CH2:27][CH2:28][C:29]([O:31][CH3:32])=[O:30].CCN=C=NCCCN(C)C.Cl>CN(C1C=CN=CC=1)C.CN(C)C=O>[O:1]1[CH:5]=[CH:4][CH:3]=[C:2]1[C:6]1[O:7][C:8]([CH3:24])=[C:9]([CH2:11][O:12][C:13]2[CH:18]=[CH:17][C:16]([CH2:19][C:20]([O:25][CH:26]([C:33](=[O:40])[C:34]3[CH:35]=[CH:36][CH:37]=[CH:38][CH:39]=3)[CH2:27][CH2:28][C:29]([O:31][CH3:32])=[O:30])=[O:21])=[CH:15][CH:14]=2)[N:10]=1. Procedure details: A mixture of methyl [4-[2-(2-furyl)-5-methyl-4-oxazolylmethoxy]phenyl]acetate (1.00 g), methyl 4-hydroxy-5-oxo-5-phenylpentanoate (709 mg), WSC (734 mg), 4-(N,N-dimethylamino)pyridine (77.9 mg) and N,N-dimethylformamide (10 ml) was stirred at room temperature for 6 hrs. The reaction mixture was poured into 1N hydrochloric acid and the mixture was extracted with ethyl acetate. The ethyl acetate layer was washed with saturated brine, dried (MgSO4) and concentrated. The residue was subjected to sil... The reactants are BrC=1C=NC=NC1 (5-bromopyrimidine), C([O-])([O-])=O.[Cs+].[Cs+] (cesium carbonate), ClC1=CC=C(C=C1)N1C(=NC2=C(C1=O)C=NN2C=2C=C(C=CC2)NS(=O)(=O)C)C2=CC=C(C=C2)B2OC(C(O2)(C)C)(C)C (N-(3-{5-(4-chloro-phenyl)-4-oxo-6-[4-(4,4,5,5-tetramethyl-[1,3,2]dioxa-borolan-2-yl)phenyl]-4,5-dihydro-pyrazolo[3,4-d]pyrimidin-1-yl}-phenyl)-methane sulfonamide). The reagents and catalysts are C1=CC=C(C=C1)P([C-]2C=CC=C2)C3=CC=CC=C3.C1=CC=C(C=C1)P([C-]2C=CC=C2)C3=CC=CC=C3.Cl[Pd]Cl.[Fe+2] (Pd(dppf)2Cl2). Run in CN(C=O)C (N,N-dimethylformamide). Run at temperature 100 celsius. Product: ClC1=CC=C(C=C1)N1C(=NC2=C(C1=O)C=NN2C=2C=C(C=CC2)NS(=O)(=O)C)C2=CC=C(C=C2)C=2C=NC=NC2 (N-{3-[5-(4-chloro-phenyl)-4-oxo-6-(4-pyrimidin-5-yl-phenyl)-4,5-dihydro-pyrazolo[3,4-d]pyrimidin-1-yl]-phenyl}-methane sulfonamide). RXN SMILES: [Cl:1][C:2]1[CH:7]=[CH:6][C:5]([N:8]2[C:13](=[O:14])[C:12]3[CH:15]=[N:16][N:17]([C:18]4[CH:19]=[C:20]([NH:24][S:25]([CH3:28])(=[O:27])=[O:26])[CH:21]=[CH:22][CH:23]=4)[C:11]=3[N:10]=[C:9]2[C:29]2[CH:34]=[CH:33][C:32](B3OC(C)(C)C(C)(C)O3)=[CH:31][CH:30]=2)=[CH:4][CH:3]=1.Br[C:45]1[CH:46]=[N:47][CH:48]=[N:49][CH:50]=1.C(=O)([O-])[O-].[Cs+].[Cs+]>CN(C)C=O.C1C=CC(P(C2C=CC=CC=2)[C-]2C=CC=C2)=CC=1.C1C=CC(P(C2C=CC=CC=2)[C-]2C=CC=C2)=CC=1.Cl[Pd]Cl.[Fe+2]>[Cl:1][C:2]1[CH:7]=[CH:6][C:5]([N:8]2[C:13](=[O:14])[C:12]3[CH:15]=[N:16][N:17]([C:18]4[CH:19]=[C:20]([NH:24][S:25]([CH3:28])(=[O:27])=[O:26])[CH:21]=[CH:22][CH:23]=4)[C:11]=3[N:10]=[C:9]2[C:29]2[CH:34]=[CH:33][C:32]([C:45]3[CH:46]=[N:47][CH:48]=[N:49][CH:50]=3)=[CH:31][CH:30]=2)=[CH:4][CH:3]=1 |f:2.3.4,6.7.8.9|. Procedure details: A solution of N-(3-{5-(4-chloro-phenyl)-4-oxo-6-[4-(4,4,5,5-tetramethyl-[1,3,2]dioxa-borolan-2-yl)phenyl]-4,5-dihydro-pyrazolo[3,4-d]pyrimidin-1-yl}-phenyl)-methane sulfonamide (prepared as described in example 35, 0.40 g, 0.65 mmol) in N,N-dimethylformamide (15 mL) is degassed with argon for 0.5 h. Then 5-bromopyrimidine (0.154 g, 0.97 mmol), cesium carbonate (0.421 g, 1.29 mmol), Pd(dppf)2Cl2 (0.023 g, 0.032 mmol) are added and the resulting solution is degassed with argon for 0.5 h. The react... The product is CC(C)(Br)C(=O)c1ccsc1. RXN SMILES: [Br-:1].[Br-:2].[Br-:3].[O:44]1[CH2:45][CH2:46][CH2:47][CH2:48]1.[c:14]1([N+:15]([CH3:16])([CH3:17])[CH3:18])[cH:19][cH:20][cH:21][cH:22][cH:23]1.[c:24]1([N+:25]([CH3:26])([CH3:27])[CH3:28])[cH:29][cH:30][cH:31][cH:32][cH:33]1.[c:4]1([N+:5]([CH3:6])([CH3:7])[CH3:8])[cH:9][cH:10][cH:11][cH:12][cH:13]1.[cH:34]1[c:35]([C:39](=[O:40])[CH:41]([CH3:42])[CH3:43])[cH:36][cH:37][s:38]1>>[Br:1][C:41]([C:39]([c:35]1[cH:34][s:38][cH:37][cH:36]1)=[O:40])([CH3:42])[CH3:43]. The reactants are [Br-], [Br-], [Br-], C1CCOC1, C[N+](C)(C)c1ccccc1, C[N+](C)(C)c1ccccc1, C[N+](C)(C)c1ccccc1, CC(C)C(=O)c1ccsc1.